This data is from the Open Reaction Database (ORD), a public repository of structured organic reaction records. The task is: describe an organic reaction: reactants, conditions, products, and yield Starting materials: Cl (hydrochloric acid), C(C)(C)(CC)C1=C(OC(C(=O)Cl)CC)C=CC(=C1)C(C)(C)CC (2-(2,4-di-tert-pentylphenoxy)butyryl chloride), ClC(C(C(=O)NC1=C(C=C(C=C1)N)O)(F)F)F (2-(3-chloro-2,2,3-trifluoropropionamido)-5-aminophenol), N1=CC=CC2=CC=CC=C12 (quinoline). Run in O1CCOCC1 (dioxan), O1CCOCC1 (dioxan). Run at time 90 minute. The product is ClC(C(C(=O)NC1=C(C=C(C=C1)NC(C(CC)OC1=C(C=C(C=C1)C(C)(C)CC)C(C)(C)CC)=O)O)(F)F)F (2-(3-chloro-2,2,3-trifluoropropionamido)-5-[2-(2,4-di-tert-pentylphenoxy)-butyramido]-phenol). RXN SMILES: [C:1]([C:6]1[CH:18]=[C:17]([C:19]([CH2:22][CH3:23])([CH3:21])[CH3:20])[CH:16]=[CH:15][C:7]=1[O:8][CH:9]([CH2:13][CH3:14])[C:10](Cl)=[O:11])([CH2:4][CH3:5])([CH3:3])[CH3:2].[Cl:24][CH:25]([F:40])[C:26]([F:39])([F:38])[C:27]([NH:29][C:30]1[CH:35]=[CH:34][C:33]([NH2:36])=[CH:32][C:31]=1[OH:37])=[O:28].N1C2C(=CC=CC=2)C=CC=1.Cl>O1CCOCC1>[Cl:24][CH:25]([F:40])[C:26]([F:38])([F:39])[C:27]([NH:29][C:30]1[CH:35]=[CH:34][C:33]([NH:36][C:10](=[O:11])[CH:9]([O:8][C:7]2[CH:15]=[CH:16][C:17]([C:19]([CH2:22][CH3:23])([CH3:21])[CH3:20])=[CH:18][C:6]=2[C:1]([CH2:4][CH3:5])([CH3:3])[CH3:2])[CH2:13][CH3:14])=[CH:32][C:31]=1[OH:37])=[O:28]. Reported procedure: A solution of 33.85 g (0.1 mole) of 2-(2,4-di-tert-pentylphenoxy)butyryl chloride in 80 ml of dioxan was added to a solution of 26.85 g (0.1 mole) of 2-(3-chloro-2,2,3-trifluoropropionamido)-5-aminophenol and 23.7 ml (0.2 mole) of quinoline in 500 ml of dioxan at room temperature. The mixture was stirred for 90 minutes and left standing overnight. Next it was poured out in 2 l of icewater and 100 ml of concentrated hydrochloric acid. The sticky residue was extracted with ether, rinsed with water...